From a dataset of the Open Reaction Database (ORD), a public repository of structured organic reaction records. describe an organic reaction: reactants, conditions, products, and yield Starting materials: NC1=NNC(=C1)C1=CC=C(C=C1)C (3-amino-5-(4-methylphenyl)pyrazole), C1(=CC=C(C=C1)C(=O)O)C1=CC=C(C=C1)C(=O)O (biphenyl-4,4′-dicarboxylic acid). The product is CC1=CC=C(C=C1)C1=CC(=NN1)NC(=O)C1=CC=C(C=C1)C1=CC=C(C=C1)C(=O)NC1=NNC(=C1)C1=CC=C(C=C1)C (N,N′-bis(5-(4-Methylphenyl)-1H-pyrazol-3-yl)biphenyl-4,4′-dicarboxamide). As a reaction SMILES: [NH2:1][C:2]1[CH:6]=[C:5]([C:7]2[CH:12]=[CH:11][C:10]([CH3:13])=[CH:9][CH:8]=2)[NH:4][N:3]=1.[C:14]1([C:23]2[CH:28]=[CH:27][C:26]([C:29]([OH:31])=O)=[CH:25][CH:24]=2)[CH:19]=[CH:18][C:17]([C:20]([OH:22])=O)=[CH:16][CH:15]=1>>[CH3:13][C:10]1[CH:11]=[CH:12][C:7]([C:5]2[NH:4][N:3]=[C:2]([NH:1][C:29]([C:26]3[CH:25]=[CH:24][C:23]([C:14]4[CH:15]=[CH:16][C:17]([C:20]([NH:1][C:2]5[CH:6]=[C:5]([C:7]6[CH:12]=[CH:11][C:10]([CH3:13])=[CH:9][CH:8]=6)[NH:4][N:3]=5)=[O:22])=[CH:18][CH:19]=4)=[CH:28][CH:27]=3)=[O:31])[CH:6]=2)=[CH:8][CH:9]=1. Reported procedure: Compound 476 was prepared from 3-amino-5-(4-methylphenyl)pyrazole and biphenyl-4,4′-dicarboxylic acid. [M+H]+ calcd for C34H29N6O2: 553.24; found: 553.06. Reactants: N#Cc1ccc(B(O)O)cc1, O=C([O-])[O-], [K+], [K+], CC(C)(C)OC(=O)NC(Cc1ccc(I)cc1)C(N)=O, C1COCCO1. The product is CC(C)(C)OC(=O)NC(Cc1ccc(-c2ccc(C#N)cc2)cc1)C(N)=O. RXN SMILES: [C:21](#[N:22])[c:23]1[cH:24][cH:25][c:26]([B:29]([OH:30])[OH:31])[cH:27][cH:28]1.[C:32](=[O:33])([O-:34])[O-:35].[K+:36].[K+:37].[NH2:1][C:2]([CH:3]([CH2:4][c:5]1[cH:6][cH:7][c:8]([I:11])[cH:9][cH:10]1)[NH:12][C:13]([O:14][C:15]([CH3:16])([CH3:17])[CH3:18])=[O:19])=[O:20].[O:38]1[CH2:39][CH2:40][O:41][CH2:42][CH2:43]1>>[NH2:1][C:2]([CH:3]([CH2:4][c:5]1[cH:6][cH:7][c:8](-[c:26]2[cH:25][cH:24][c:23]([C:21]#[N:22])[cH:28][cH:27]2)[cH:9][cH:10]1)[NH:12][C:13]([O:14][C:15]([CH3:16])([CH3:17])[CH3:18])=[O:19])=[O:20].